From a dataset of the Open Reaction Database (ORD), a public repository of structured organic reaction records. describe an organic reaction: reactants, conditions, products, and yield Reactants: N1=C(C=CC2=CC=CC=C12)COC=1C=C(C=CC1)O (3-(Quinolin-2-ylmethoxy)-phenol), C(C)(=O)OCC (ethyl acetate), BrCC1=C(C(=O)OC)C(=CC=C1)C (Methyl 2-bromomethyl-6-methyl-benzoate), C([O-])([O-])=O.[K+].[K+] (potassium carbonate). The solvent is CN(C)C=O (DMF). Reaction conditions: temperature 85 celsius. Product: CC1=C(C(=O)OC)C(=CC=C1)COC1=CC(=CC=C1)OCC1=NC2=CC=CC=C2C=C1 (Methyl 2-methyl-6-[3-(quinolin-2-ylmethoxy)-phenoxymethyl]-benzoate). RXN SMILES: [N:1]1[C:10]2[C:5](=[CH:6][CH:7]=[CH:8][CH:9]=2)[CH:4]=[CH:3][C:2]=1[CH2:11][O:12][C:13]1[CH:14]=[C:15]([OH:19])[CH:16]=[CH:17][CH:18]=1.Br[CH2:21][C:22]1[CH:31]=[CH:30][CH:29]=[C:28]([CH3:32])[C:23]=1[C:24]([O:26][CH3:27])=[O:25].C(=O)([O-])[O-].[K+].[K+].C(OCC)(=O)C>CN(C=O)C>[CH3:21][C:22]1[CH:31]=[CH:30][CH:29]=[C:28]([CH2:32][O:19][C:15]2[CH:16]=[CH:17][CH:18]=[C:13]([O:12][CH2:11][C:2]3[CH:3]=[CH:4][C:5]4[C:10](=[CH:9][CH:8]=[CH:7][CH:6]=4)[N:1]=3)[CH:14]=2)[C:23]=1[C:24]([O:26][CH3:27])=[O:25] |f:2.3.4|. Procedure details: 13-(Quinolin-2-ylmethoxy)-phenol (5.2 g, 21 mmol, example 3), methyl 2-bromomethyl-6-methyl-benzoate (example 2) (5.0 g, 21 mmol) and potassium carbonate (4.4 g, 32 mmol) are combined in DMF (50 mL) and heated at 85° C. for 3 h. The reaction is poured into ethyl acetate (500 mL) and washed with water (4×120 mL) and brine (100 mL). The solution is dried over magnesium sulfate, filtered and concentrated in vacuo to provide a residue which is purified by column chromatography (silica, 10 to 20% eth...